Dataset: the Open Reaction Database (ORD), a public repository of structured organic reaction records. Task: describe an organic reaction: reactants, conditions, products, and yield Starting materials: N1C=NC=2CNCCC21 (4,5,6,7-tetrahydro-imidazo-[4,5-c]-pyridine), CN=C=S (methyl isothiocyanate). Run in C(C)O (ethanol). Yields the product CNC(=S)N1CC2=C(CC1)NC=N2 (5-(N-methyl-thiocarbamoyl)-4,5,6,7-tetrahydroimidazo-[4,5-c]-pyridine). RXN SMILES: [NH:1]1[C:9]2[CH2:8][CH2:7][NH:6][CH2:5][C:4]=2[N:3]=[CH:2]1.[CH3:10][N:11]=[C:12]=[S:13]>C(O)C>[CH3:10][NH:11][C:12]([N:6]1[CH2:7][CH2:8][C:9]2[NH:1][CH:2]=[N:3][C:4]=2[CH2:5]1)=[S:13]. Procedure: A solution of 1 g of 4,5,6,7-tetrahydro-imidazo-[4,5-c]-pyridine (Farmaco, Ed. Sci., 1967, 22, 821) and 0.65 g of methyl isothiocyanate in 20 ml of ethanol are refluxed for 8 h. The solution is cooled and filtered: 1.15 g of 5-(N-methyl-thiocarbamoyl)-4,5,6,7-tetrahydro-imidazo-[4,5-c]-pyridine, m.p. 228°, are collected. Yields the product O=c1[nH]ccnc1Sc1ccc(OC(F)(F)F)cc1. The reactants are COc1ccc(Cn2ccnc(Sc3ccc(OC(F)(F)F)cc3)c2=O)cc1, O=C(O)C(F)(F)F. Reaction SMILES: [CH3:1][O:2][c:3]1[cH:4][cH:5][c:6]([CH2:7][n:8]2[c:9](=[O:26])[c:10]([S:14][c:15]3[cH:16][cH:17][c:18]([O:21][C:22]([F:23])([F:24])[F:25])[cH:19][cH:20]3)[n:11][cH:12][cH:13]2)[cH:27][cH:28]1.[F:29][C:30]([F:31])([F:32])[C:33]([OH:34])=[O:35]>>[nH:8]1[c:9](=[O:26])[c:10]([S:14][c:15]2[cH:16][cH:17][c:18]([O:21][C:22]([F:23])([F:24])[F:25])[cH:19][cH:20]2)[n:11][cH:12][cH:13]1. Run at temperature 30 celsius, time 5 minute. The reactants are [BH4-].[Na+] (sodium borohydride), CN(C)C(=[N+](C)C)ON1C2=C(C=CC=C2)N=N1.[B-](F)(F)(F)F (TBTU), C(C)(=O)[O-].[NH4+] (Ammonium acetate), FC1=CC=C(C=C1)N1[C@@H]([C@H](C1=O)SCC(=O)C1=CC=C(C=C1)F)C1=CC=C(OCC(=O)NCC(=O)O)C=C1 (N-{[4-((2R,3R)-1-(4-Fluorophenyl)-3-{[2-(4-fluorophenyl)-2-oxoethyl]thio}-4-oxoazetidin-2-yl)phenoxy]acetyl}glycine), CN1CCOCC1 (N-methylmorpholine), N[C@@H](C(=O)O)CCC1=CC=CC=C1 ((2R)-2-Amino-4-phenylbutanoic acid). RXN SMILES: [F:1][C:2]1[CH:7]=[CH:6][C:5]([N:8]2[C:11](=[O:12])[C@H:10]([S:13][CH2:14][C:15]([C:17]3[CH:22]=[CH:21][C:20]([F:23])=[CH:19][CH:18]=3)=[O:16])[C@H:9]2[C:24]2[CH:38]=[CH:37][C:27]([O:28][CH2:29]C(NCC(O)=O)=O)=[CH:26][CH:25]=2)=[CH:4][CH:3]=1.[CH3:39][N:40]1CC[O:43][CH2:42][CH2:41]1.CN(C([O:53]N1N=NC2C=CC=CC1=2)=[N+](C)C)C.[B-](F)(F)(F)F.[NH2:68][C@H:69]([CH2:73][CH2:74][C:75]1[CH:80]=[CH:79][CH:78]=[CH:77][CH:76]=1)[C:70]([OH:72])=[O:71].[BH4-].[Na+].C([O-])(=O)C.[NH4+]>CN(C=O)C.CO>[F:1][C:2]1[CH:3]=[CH:4][C:5]([N:8]2[C:11](=[O:12])[C@H:10]([S:13][CH2:14][CH:15]([C:17]3[CH:22]=[CH:21][C:20]([F:23])=[CH:19][CH:18]=3)[OH:16])[C@H:9]2[C:24]2[CH:25]=[CH:26][C:27]([O:28][CH2:29][C:39]([NH:40][CH2:41][C:42]([NH:68][C@H:69]([CH2:73][CH2:74][C:75]3[CH:80]=[CH:79][CH:78]=[CH:77][CH:76]=3)[C:70]([OH:72])=[O:71])=[O:43])=[O:53])=[CH:37][CH:38]=2)=[CH:6][CH:7]=1 |f:2.3,5.6,7.8|. The product is FC1=CC=C(C=C1)N1[C@@H]([C@H](C1=O)SCC(O)C1=CC=C(C=C1)F)C1=CC=C(OCC(=O)NCC(=O)N[C@@H](C(=O)O)CCC2=CC=CC=C2)C=C1 ((2R)-2-[(N-{[4-((2R,3R)-1-(4-fluorophenyl)-3-{[2-(4-fluorophenyl)-2-hydroxyethyl]thio}-4-oxoazetidin-2-yl)phenoxy]acetyl}glycyl)amino]-4-phenylbutanoic acid), solid. The yield is 50.0%. Reported procedure: N-{[4-((2R,3R)-1-(4-Fluorophenyl)-3-{[2-(4-fluorophenyl)-2-oxoethyl]thio}-4-oxoazetidin-2-yl)phenoxy]acetyl}glycine (14.4 mg, 0.027 mmol) and N-methylmorpholine (15 μl, 0.14 mmol) were dissolved in DMF (3 ml). After 5 minutes, TBTU (10.3 mg, 0.032 mmol) was added and the mixture was stirred at 30° C. for 20 minutes. (2R)-2-Amino-4-phenylbutanoic acid (5.7 mg, 0.032 mmol) was added and the mixture was stirred at ambient temperature for 1.5 hors. The formation of the intermediate acid was confirme... Solvent: CO (MeOH), CN(C)C=O (DMF). Starting materials: [N+](=O)([O-])C=1C=C(C=CC1)N1CCNCC1 (1-(3-Nitro-phenyl)-piperazine), [N+](=O)([O-])C1=CC=C(C=C1)N1CCNCC1 (1-(4-Nitro-phenyl)-piperazine), CS(=O)C1=NN2C(C=N1)=CC=C2C2=C(C=CC=C2)OC (2-Methanesulfinyl-7-(2-methoxy-phenyl)-pyrrolo[2,1-f][1,2,4]triazine), ClC=1C=C(C=CC1)C1=CC=C2C=NC(=NN21)S(=O)C (7-(3-Chloro-phenyl)-2-methanesulfinyl-pyrrolo[2,1-f][1,2,4]triazine). Yields the product ClC=1C=C(C=CC1)C1=CC=C2C=NC(=NN21)NC2=CC=C(C=C2)N2CCN(CC2)CC(C)(O)C (1-(4-{4-[7-(3-Chloro-phenyl)-pyrrolo[2,1-f][1,2,4]triazin-2-ylamino]-phenyl}-piperazin-1-yl)-2-methyl-propan-2-ol). Reaction SMILES: [N+]([C:4]1C=C(N2CCNCC2)C=CC=1)([O-])=O.[N+:16]([C:19]1[CH:24]=[CH:23][C:22]([N:25]2[CH2:30][CH2:29][NH:28][CH2:27][CH2:26]2)=[CH:21][CH:20]=1)([O-])=O.CS(C1N=CC2=CC=C([C:43]3C=CC=[CH:45][C:44]=3[O:49]C)N2N=1)=O.[Cl:51][C:52]1[CH:53]=[C:54]([C:58]2[N:66]3[C:61]([CH:62]=[N:63][C:64](S(C)=O)=[N:65]3)=[CH:60][CH:59]=2)[CH:55]=[CH:56][CH:57]=1>>[Cl:51][C:52]1[CH:53]=[C:54]([C:58]2[N:66]3[C:61]([CH:62]=[N:63][C:64]([NH:16][C:19]4[CH:24]=[CH:23][C:22]([N:25]5[CH2:30][CH2:29][N:28]([CH2:43][C:44]([CH3:4])([OH:49])[CH3:45])[CH2:27][CH2:26]5)=[CH:21][CH:20]=4)=[N:65]3)=[CH:60][CH:59]=2)[CH:55]=[CH:56][CH:57]=1. Procedure: The compound was prepared in an analogous fashion to Example 85 replacing 1-(3-Nitro-phenyl)-piperazine with 1-(4-Nitro-phenyl)-piperazine and 2-Methanesulfinyl-7-(2-methoxy-phenyl)-pyrrolo[2,1-f][1,2,4]triazine with 7-(3-Chloro-phenyl)-2-methanesulfinyl-pyrrolo[2,1-f][1,2,4]triazine to afford 22.28 mg of 1-(4-{4-[7-(3-Chloro-phenyl)-pyrrolo[2,1-f][1,2,4]triazin-2-ylamino]-phenyl}-piperazin-1-yl)-2-methyl-propan-2-ol as a lyophilized powder. (M+H)=477.8. 1H NMR (400 MHz, DMSO, d6) δ 9.39 (s, 1H)... Solvent: Cl (hydrochloride). The product is N1N=C(N=C1)C1=CC=C(C=N1)C=1N=C2C(=NC1)NC(CN2C2CCOCC2)=O (6-(6-(1H-1,2,4-Triazol-3-yl)pyridin-3-yl)-4-(tetrahydro-2H-pyran-4-yl)-3,4-dihydro pyrazino[2,3-b]pyrazin-2(1H)-one), hydrochloride salt. The yield is 34.0%. RXN SMILES: O1CCCCC1[N:7]1[CH:11]=[N:10][C:9]([C:12]2[N:17]=[CH:16][C:15]([C:18]3[N:19]=[C:20]4[N:27]([CH:28]5[CH2:33][CH2:32][O:31][CH2:30][CH2:29]5)[CH2:26][C:25](=[O:34])[NH:24][C:21]4=[N:22][CH:23]=3)=[CH:14][CH:13]=2)=[N:8]1>Cl>[NH:7]1[CH:11]=[N:10][C:9]([C:12]2[N:17]=[CH:16][C:15]([C:18]3[N:19]=[C:20]4[N:27]([CH:28]5[CH2:29][CH2:30][O:31][CH2:32][CH2:33]5)[CH2:26][C:25](=[O:34])[NH:24][C:21]4=[N:22][CH:23]=3)=[CH:14][CH:13]=2)=[N:8]1. Conditions: time 0.5 hour. Procedure: A mixture of 6-(6-(1-(tetrahydro-2H-pyran-2-yl)-1H-1,2,4-triazol-3-yl)pyridin-3-yl)-4-(tetrahydro-2H-pyran-4-yl)-3,4-dihydropyrazino[2,3-b]pyrazin-2(1H)-one in methanolic hydrochloride solution was stirred at room temperature for 0.5 h. The solvent was evaporated under reduced pressure to give the crude product, which was washed with N,N-dimethylformamide to afford the title compound as a hydrochloride salt in 34% yield. 1H NMR (DMSO-d6, 400 MHz) δ (ppm) 11.44 (s, 1H), 9.30 (s, 1H), 8.59 (d, J=8... The reactants are O1C(CCCC1)N1N=C(N=C1)C1=CC=C(C=N1)C=1N=C2C(=NC1)NC(CN2C2CCOCC2)=O (6-(6-(1-(tetrahydro-2H-pyran-2-yl)-1H-1,2,4-triazol-3-yl)pyridin-3-yl)-4-(tetrahydro-2H-pyran-4-yl)-3,4-dihydropyrazino[2,3-b]pyrazin-2(1H)-one). Starting materials: BrCc1ccccc1, CC(C)(C)OC(=O)NCCO, C1CCOC1, CCCC[N+](CCCC)(CCCC)CCCC, [H-], [I-], [Na+]. Product: CC(C)(C)OC(=O)NCCOCc1ccccc1. Reaction SMILES: [Br:14][CH2:15][c:16]1[cH:17][cH:18][cH:19][cH:20][cH:21]1.[C:1]([CH3:2])([CH3:3])([CH3:4])[O:5][C:6]([NH:7][CH2:8][CH2:9][OH:10])=[O:11].[CH2:22]1[O:23][CH2:24][CH2:25][CH2:26]1.[CH2:28]([N+:29]([CH2:30][CH2:31][CH2:32][CH3:33])([CH2:34][CH2:35][CH2:36][CH3:37])[CH2:38][CH2:39][CH2:40][CH3:41])[CH2:42][CH2:43][CH3:44].[H-:12].[I-:27].[Na+:13]>>[C:1]([CH3:2])([CH3:3])([CH3:4])[O:5][C:6]([NH:7][CH2:8][CH2:9][O:10][CH2:15][c:16]1[cH:17][cH:18][cH:19][cH:20][cH:21]1)=[O:11]. Starting materials: CC1NCCC2=CC=CC=C12 (1-methyl-1,2,3,4-tetrahydroisoquinoline), ClC(C(=O)Cl)C (2-chloropropionyl chloride). The solvent is C1(=CC=CC=C1)C (toluene). Product: ClC(C(=O)N1C(C2=CC=CC=C2CC1)C)C (2-(2-chloropropionyl)-1-methyl-1,2,3,4-tetrahydroisoquinoline). RXN SMILES: [CH3:1][CH:2]1[C:11]2[C:6](=[CH:7][CH:8]=[CH:9][CH:10]=2)[CH2:5][CH2:4][NH:3]1.[Cl:12][CH:13]([CH3:17])[C:14](Cl)=[O:15]>C1(C)C=CC=CC=1>[Cl:12][CH:13]([CH3:17])[C:14]([N:3]1[CH2:4][CH2:5][C:6]2[C:11](=[CH:10][CH:9]=[CH:8][CH:7]=2)[CH:2]1[CH3:1])=[O:15]. Procedure details: A reaction vessel was charged with 50 ml toluene and 2.0 g 1-methyl-1,2,3,4-tetrahydroisoquinoline (prepared by procedure of Example 1--Procedure A). Then, 2.0 ml 2-chloropropionyl chloride was added gradually to the mixture. The reaction mixture was stirred and heated until a homogeneous solution appeared. The mixture was filtered, stripped of solvent, and subjected to Kugelrohr distillation (150° C. @ 0.25 mm Hg) to provide 2.8 g of a yellow oil product having the elemental analysis reported i... The reactants are CCOC(=O)c1cn[nH]c1, CI, CCOC(C)=O, [Cl-], [H-], [NH4+], [Na+], C1CCOC1. RXN SMILES: [CH2:3]([CH3:4])[O:5][C:6](=[O:7])[c:8]1[cH:9][n:10][nH:11][cH:12]1.[CH3:13][I:14].[CH3:22][CH2:23][O:24][C:25](=[O:26])[CH3:27].[Cl-:15].[H-:1].[NH4+:16].[Na+:2].[O:17]1[CH2:18][CH2:19][CH2:20][CH2:21]1>>[CH2:3]([CH3:4])[O:5][C:6](=[O:7])[c:8]1[cH:9][n:10][n:11]([CH3:13])[cH:12]1. Yields the product CCOC(=O)c1cnn(C)c1.